Dataset: the Open Reaction Database (ORD), a public repository of structured organic reaction records. Task: describe an organic reaction: reactants, conditions, products, and yield Reactants: Cl (hydrochloride), N1=CNC2=C1CCC(C2)C(=O)O (4,5,6,7-tetrahydrobenzimidazole-5-carboxylic acid), C1(=CC=CC=C1)C1CNC2=CC=CC=C12 ((+)-3-phenylindoline), Cl (hydrochloride), C(C)N=C=NCCCN(C)C (N-ethyl-N'-(3-dimethylaminopropyl)carbodiimide). The solvent is CN(C=O)C (dimethyl formamide). Run at time 12 hour. The product is C1(=CC=CC=C1)C1CN(C2=CC=CC=C12)C(=O)C1CC2=C(N=CN2)CC1 (5-(3-phenylindolin-1-ylcarbonyl)-4,5,6,7-tetrahydrobenzimidazole). Isolated yield 82.5%. Reaction SMILES: Cl.[N:2]1[C:6]2[CH2:7][CH2:8][CH:9]([C:11]([OH:13])=O)[CH2:10][C:5]=2[NH:4][CH:3]=1.[C:14]1([CH:20]2[C:28]3[C:23](=[CH:24][CH:25]=[CH:26][CH:27]=3)[NH:22][CH2:21]2)[CH:19]=[CH:18][CH:17]=[CH:16][CH:15]=1.C(N=C=NCCCN(C)C)C>CN(C)C=O>[C:14]1([CH:20]2[C:28]3[C:23](=[CH:24][CH:25]=[CH:26][CH:27]=3)[N:22]([C:11]([CH:9]3[CH2:8][CH2:7][C:6]4[N:2]=[CH:3][NH:4][C:5]=4[CH2:10]3)=[O:13])[CH2:21]2)[CH:15]=[CH:16][CH:17]=[CH:18][CH:19]=1. Procedure: A mixed solution of 518 mg of hydrochloride (racemic form) of 4,5,6,7-tetrahydrobenzimidazole-5-carboxylic acid, 500mg of (+)-3-phenylindoline, and 15 ml of dimethyl formamide was cooled to 0° C. The cooled solution and 736 mg of hydrochloride of N-ethyl-N'-(3-dimethylaminopropyl)carbodiimide added thereto were gradually heated to normal room temperature and stirred at the same temperature for 12 hours. The resultant reaction solution was concentrated under a reduced pressure. The residue of thi... Starting materials: O=C1C2=C(C(C3=C(N1)C=CC=C3)CC(=O)OC(C)(C)C)C=CC=C2 (tert-Butyl (6-oxo-6,11-dihydro-5H-dibenzo[b,e]azepin-11-yl)acetate), CC(C)(C)[O-].[K+] (KOtBu), BrC(C(=O)OCC)C (ethyl bromopropionate), CC(C)(C)[O-].[K+] (KOtBu), BrC(C(=O)OCC)C (ethyl bromopropionate). The solvent is C(Cl)Cl (CH2Cl2), CN(C)C=O (DMF). Run at time 20 minute. Product: C(C)(C)(C)OC(CC1C2=C(N(C(C3=C1C=CC=C3)=O)CCC(=O)OCC)C=CC=C2)=O (Ethyl 3-[11-(2-tert-butoxy-2-oxoethyl)-6-oxo-6,11-dihydro-5H-dibenzo[b,e]azepin-5-yl]propanoate). The yield is 45.8%. RXN SMILES: [O:1]=[C:2]1[NH:8][C:7]2[CH:9]=[CH:10][CH:11]=[CH:12][C:6]=2[CH:5]([CH2:13][C:14]([O:16][C:17]([CH3:20])([CH3:19])[CH3:18])=[O:15])[C:4]2[CH:21]=[CH:22][CH:23]=[CH:24][C:3]1=2.CC([O-])(C)C.[K+].Br[CH:32]([CH3:38])[C:33]([O:35][CH2:36][CH3:37])=[O:34]>CN(C=O)C.C(Cl)Cl>[C:17]([O:16][C:14](=[O:15])[CH2:13][CH:5]1[C:4]2[CH:21]=[CH:22][CH:23]=[CH:24][C:3]=2[C:2](=[O:1])[N:8]([CH2:38][CH2:32][C:33]([O:35][CH2:36][CH3:37])=[O:34])[C:7]2[CH:9]=[CH:10][CH:11]=[CH:12][C:6]1=2)([CH3:19])([CH3:20])[CH3:18] |f:1.2|. Reported procedure: tert-Butyl (6-oxo-6,11-dihydro-5H-dibenzo[b,e]azepin-11-yl)acetate 4 (2 g, 6.18 mmol) was dissolved in 25 ml of dry DMF and, at 10° C., 2.1 eq. of KOtBu (1.5 g) were added, and the mixture was stirred for about 20 min. Then, at RT 2.5 g of ethyl bromopropionate were added dropwise and, after stirring at RT for 1 h, further KOtBu (0.2 g) and ethyl bromopropionate (0.8 g) were added. After a further 2 h, the mixture was diluted with CH2Cl2, washed with H2O, dried and concentrated. Chromatography o... Reactants: BrN1C(CCC1=O)=O (N-bromo succinimide), C1(=CC=CC=C1)P(C1=CC=CC=C1)C1=CC=CC=C1 (triphenyl phosphine), OCC[C@H](C(=O)OC1CCCC1)NC(=O)OC(C)(C)C (cyclopentyl(2R)-4-hydroxy-2-[(tert-butoxycarbonyl)amino]butanoate), N1=CC=CC=C1 (Pyridine). Solvent: C(Cl)Cl (DCM), C(Cl)Cl (DCM), C(Cl)Cl (DCM). Reaction conditions: time 5 minute. Product: BrCC[C@H](C(=O)OC1CCCC1)NC(=O)OC(C)(C)C (5—Cyclopentyl(2R)-4-bromo-2-[(tert-butoxycarbonyl)amino]butanoate). The yield is 83.7%. Reaction SMILES: [Br:1]N1C(=O)CCC1=O.C1(P(C2C=CC=CC=2)C2C=CC=CC=2)C=CC=CC=1.N1C=CC=CC=1.O[CH2:35][CH2:36][C@@H:37]([NH:46][C:47]([O:49][C:50]([CH3:53])([CH3:52])[CH3:51])=[O:48])[C:38]([O:40][CH:41]1[CH2:45][CH2:44][CH2:43][CH2:42]1)=[O:39]>C(Cl)Cl>[Br:1][CH2:35][CH2:36][C@@H:37]([NH:46][C:47]([O:49][C:50]([CH3:53])([CH3:52])[CH3:51])=[O:48])[C:38]([O:40][CH:41]1[CH2:45][CH2:44][CH2:43][CH2:42]1)=[O:39]. Procedure: To a slurry of N-bromo succinimide (1.86 g, 10.4 mmol) in DCM (16.2 ml) was added a solution of triphenyl phosphine (2.56 g, 9.74 mmol) in DCM (7.2 ml). The solution was stirred for a further 5 minutes after addition. Pyridine (338 μl, 4.18 mmol) was added, followed by a solution of cyclopentyl(2R)-4-hydroxy-2-[(tert-butoxycarbonyl)amino]butanoate (1.0 g, 3.48 mmol) in DCM (8.8 ml). The solution was stirred for 18 hrs, concentrated in vacuo and the residual solvent azeotroped with toluene (3×16 ... Starting materials: FC1=CC=C(C#N)C=C1 (4-Fluorobenzonitrile), CC1CCNCC1 (4-methylpiperidine). Solvent: C(C)(=O)OCC (ethyl acetate). The product is CC1CCN(CC1)C1=CC=C(C#N)C=C1 (4-(4-Methylpiperidin1-yl)benzonitrile). RXN SMILES: F[C:2]1[CH:9]=[CH:8][C:5]([C:6]#[N:7])=[CH:4][CH:3]=1.[CH3:10][CH:11]1[CH2:16][CH2:15][NH:14][CH2:13][CH2:12]1>C(OCC)(=O)C>[CH3:10][CH:11]1[CH2:16][CH2:15][N:14]([C:2]2[CH:9]=[CH:8][C:5]([C:6]#[N:7])=[CH:4][CH:3]=2)[CH2:13][CH2:12]1. Procedure: 4-Fluorobenzonitrile (1.21 g) was heated with 4-methylpiperidine (1.00 g) at 180° C. for 1 hour. The mixture was then taken up in ethyl acetate, washed with water, 2N sodium hydroxide solution and saturated sodium bicarbonate solution, dried over sodium sulfate, concentrated and crystallized from n-pentane. This resulted in the product with the molecular weight of 200.29 (C13H16N2); MS(ESI): 201 (M+H+). The reactants are ClC1=CC2=C(SC(=C2C(F)(F)F)C(=O)OC)C=C1 (Methyl 5-chloro-3-(trifluoromethyl)benzo[b]thiophene-2-carboxylate), [Li+].[OH-] (LiOH), C(CC(O)(C(=O)O)CC(=O)O)(=O)O (citric acid). The solvent is C1CCOC1.CO.O (THF MeOH H2O). Reaction conditions: time 4 hour. The product is ClC1=CC2=C(SC(=C2C(F)(F)F)C(=O)O)C=C1 (5-Chloro-3-trifluoromethyl-benzo[b]thiophene-2-carboxylic acid). Reaction SMILES: [Cl:1][C:2]1[CH:18]=[CH:17][C:5]2[S:6][C:7]([C:13]([O:15]C)=[O:14])=[C:8]([C:9]([F:12])([F:11])[F:10])[C:4]=2[CH:3]=1.[Li+].[OH-].C(O)(=O)CC(CC(O)=O)(C(O)=O)O>C1COCC1.CO.O>[Cl:1][C:2]1[CH:18]=[CH:17][C:5]2[S:6][C:7]([C:13]([OH:15])=[O:14])=[C:8]([C:9]([F:12])([F:11])[F:10])[C:4]=2[CH:3]=1 |f:1.2,4.5.6|. Procedure details: A mixture of compound 18e (574 mg, 1.95 mmol) and LiOH (187 mg, 7.80 mmol) in THF/MeOH/H2O (4/4/4 mL) was stirred for 4 h. A 15% citric acid solution (20 mL) was added, and the mixture was then extracted with EtOAc (3×). The combined extracts were washed with brine, dried over Na2SO4, filtered, and concentrated under reduced pressure. The residue, compound 18f, was dried under reduced pressure for 18 h and was used without purification. Reactants: [OH-].[K+] (potassium hydroxide), C(C1=CC=CC=C1)Cl (benzyl chloride), [OH-].[K+] (potassium hydroxide), [I-].[Na+] (sodium iodide), C(C1=CC=CC=C1)Cl (benzyl chloride), [OH-].[K+] (potassium hydroxide), C(C1=CC=CC=C1)(C1=CC=CC=C1)(C1=CC=CC=C1)OC[C@@H]1[C@H](C[C@@H](O1)N1C(=O)NC(=O)C(=C1)F)O (2'-deoxy-5'-O-trityl-5-fluorouridine). Solvent: O (water), C(C)(=O)O (acetic acid), O (water), O1CCOCC1 (dioxane). Run at temperature 40 celsius, time 4 hour. Product: C(C1=CC=CC=C1)O[C@H]1C[C@@H](O[C@@H]1COC(C1=CC=CC=C1)(C1=CC=CC=C1)C1=CC=CC=C1)N1C(=O)NC(=O)C(=C1)F (2'-deoxy-3'-O-benzyl-5'-O-trityl-5-fluorouridine). Isolated yield 70.6%. As a reaction SMILES: [C:1]([O:20][CH2:21][C@H:22]1[O:26][C@@H:25]([N:27]2[CH:34]=[C:33]([F:35])[C:31](=[O:32])[NH:30][C:28]2=[O:29])[CH2:24][C@@H:23]1[OH:36])([C:14]1[CH:19]=[CH:18][CH:17]=[CH:16][CH:15]=1)([C:8]1[CH:13]=[CH:12][CH:11]=[CH:10][CH:9]=1)[C:2]1[CH:7]=[CH:6][CH:5]=[CH:4][CH:3]=1.[CH2:37](Cl)[C:38]1[CH:43]=[CH:42][CH:41]=[CH:40][CH:39]=1.[OH-].[K+].[I-].[Na+]>O1CCOCC1.O.C(O)(=O)C>[CH2:37]([O:36][C@@H:23]1[C@@H:22]([CH2:21][O:20][C:1]([C:2]2[CH:3]=[CH:4][CH:5]=[CH:6][CH:7]=2)([C:14]2[CH:15]=[CH:16][CH:17]=[CH:18][CH:19]=2)[C:8]2[CH:13]=[CH:12][CH:11]=[CH:10][CH:9]=2)[O:26][C@@H:25]([N:27]2[CH:34]=[C:33]([F:35])[C:31](=[O:32])[NH:30][C:28]2=[O:29])[CH2:24]1)[C:38]1[CH:43]=[CH:42][CH:41]=[CH:40][CH:39]=1 |f:2.3,4.5|. Procedure details: A 10 g quantity of 2'-deoxy-5'-O-trityl-5-fluorouridine was dissolved in 100 ml of dioxane. To the solution were added 2.9 ml of benzyl chloride, 6.9 g of particles of potassium hydroxide and 3.56 g of sodium iodide. The mixture was stirred at 40° C. for 4 hours, and 2.9 ml of benzyl chloride and 1.15 g of potassium hydroxide were added and stirred for 1 hour. Thereto was added water to dissolve the potassium hydroxide in water. The solution was adjusted to a pH of about 3 with acetic acid and e...